This data is from the Open Reaction Database (ORD), a public repository of structured organic reaction records. The task is: describe an organic reaction: reactants, conditions, products, and yield The reactants are FC=1C=CC(=C(C=O)C1)OC1CCOCC1 (5-fluoro-2-(tetrahydro-pyran-4-yloxy)-benzaldehyde), [Li+].C[Si](C)(C)[N-][Si](C)(C)C (LHMDS), C(C)(=O)Cl (acetyl chloride), Cl[Si](CC)(CC)CC (chloro-triethyl-silane). Run in C(C)N(CC)CC (triethylamine). The product is FC=1C=CC(=C(C1)C=NC(=C)O[Si](C)(C)C)OC1CCOCC1 (1-[5-fluoro-2-(tetrahydro-pyran-4-yloxy)-phenyl]-3-trimethylsilyoxy-2-aza-1,3-butadiene). Reaction SMILES: [F:1][C:2]1[CH:3]=[CH:4][C:5]([O:10][CH:11]2[CH2:16][CH2:15][O:14][CH2:13][CH2:12]2)=[C:6]([CH:9]=1)[CH:7]=O.[Li+].C[Si]([N-:22][Si](C)(C)C)(C)C.[C:27](Cl)(=[O:29])[CH3:28].Cl[Si:32]([CH2:37]C)([CH2:35]C)[CH2:33]C>C(N(CC)CC)C>[F:1][C:2]1[CH:3]=[CH:4][C:5]([O:10][CH:11]2[CH2:16][CH2:15][O:14][CH2:13][CH2:12]2)=[C:6]([CH:7]=[N:22][C:27]([O:29][Si:32]([CH3:37])([CH3:35])[CH3:33])=[CH2:28])[CH:9]=1 |f:1.2|. Reported procedure: In a manner similar to the method described in Example 112b, 5-fluoro-2-(tetrahydro-pyran-4-yloxy)-benzaldehyde was treated with LHMDS, acetyl chloride, triethylamine and chloro-triethyl-silane to give the desired compound, which was directly used for the next step.